Dataset: the Open Reaction Database (ORD), a public repository of structured organic reaction records. Task: describe an organic reaction: reactants, conditions, products, and yield Reactants: C(CCC)C1=NC2=C(N1CC1=CC=C(C=C1)C=1C(=CC=CC1)C(=O)OC(C)(C)C)C=C(C=C2)NC(=O)OCC (tert.butyl 4'-[(2-n-butyl-6-ethoxycarbonylamino-benzimidazol-1-yl)-methyl]biphenyl-2-carboxylate), C(Cl)Cl.C(C)O (methylene chloride ethanol). The product is C(CCC)C1=NC2=C(N1CC1=CC=C(C=C1)C=1C(=CC=CC1)C(=O)OC(C)(C)C)C=CC=C2NC(CCC)=O (Tert.butyl 4'-[(2-n-butyl-4-butanoylamino-benzimidazol-1-yl)-methyl]biphenyl-2-carboxylate). As a reaction SMILES: [CH2:1]([C:5]1[N:9]([CH2:10][C:11]2[CH:16]=[CH:15][C:14]([C:17]3[C:18]([C:23]([O:25][C:26]([CH3:29])([CH3:28])[CH3:27])=[O:24])=[CH:19][CH:20]=[CH:21][CH:22]=3)=[CH:13][CH:12]=2)[C:8]2[CH:30]=[C:31]([NH:34][C:35]([O:37]CC)=O)[CH:32]=[CH:33][C:7]=2[N:6]=1)[CH2:2][CH2:3][CH3:4].[CH2:40](Cl)Cl.[CH2:43](O)[CH3:44]>>[CH2:1]([C:5]1[N:9]([CH2:10][C:11]2[CH:12]=[CH:13][C:14]([C:17]3[C:18]([C:23]([O:25][C:26]([CH3:29])([CH3:27])[CH3:28])=[O:24])=[CH:19][CH:20]=[CH:21][CH:22]=3)=[CH:15][CH:16]=2)[C:8]2[CH:7]=[CH:33][CH:32]=[C:31]([NH:34][C:35](=[O:37])[CH2:40][CH2:43][CH3:44])[C:30]=2[N:6]=1)[CH2:2][CH2:3][CH3:4] |f:1.2|. Procedure details: tert.butyl 4'-[(2-n-butyl-6-ethoxycarbonylamino-benzimidazol-1-yl)-methyl]biphenyl-2-carboxylate amorphous substance, Rf value: 0.30 (Silica gel: methylene chloride/ethanol=19:1) Starting materials: ClC=1C=C(C(=O)OO)C=CC1 (m-chloroperoxybenzoic acid), C(C1=CC=CC=C1)(=O)C1=CC2=C(N=C(N2)CSC2=NC=CC=C2)C=C1 (5-benzoyl-2-(2-pyridylthiomethyl)benzimidazole), C([O-])([O-])=O.[Na+].[Na+] (sodium carbonate). The solvent is ClCCl (dichloromethane). Reaction conditions: time 30 minute. Product: C(C1=CC=CC=C1)(=O)C1=CC2=C(N=C(N2)CS(=O)C2=NC=CC=C2)C=C1 (5-benzoyl-2-(2-pyridylsulfinylmethyl)benzimidazole). Yield: 66.4%. As a reaction SMILES: ClC1C=C(C=CC=1)C(OO)=[O:6].[C:12]([C:20]1[CH:36]=[CH:35][C:23]2[N:24]=[C:25]([CH2:27][S:28][C:29]3[CH:34]=[CH:33][CH:32]=[CH:31][N:30]=3)[NH:26][C:22]=2[CH:21]=1)(=[O:19])[C:13]1[CH:18]=[CH:17][CH:16]=[CH:15][CH:14]=1.C(=O)([O-])[O-].[Na+].[Na+]>ClCCl>[C:12]([C:20]1[CH:36]=[CH:35][C:23]2[N:24]=[C:25]([CH2:27][S:28]([C:29]3[CH:34]=[CH:33][CH:32]=[CH:31][N:30]=3)=[O:6])[NH:26][C:22]=2[CH:21]=1)(=[O:19])[C:13]1[CH:14]=[CH:15][CH:16]=[CH:17][CH:18]=1 |f:2.3.4|. Reported procedure: 10.1 g (0.05 mole) of 85% pure m-chloroperoxybenzoic acid are added slowly to a solution, cooled to -15° C., of 17.3 g (0.05 mole) of 5-benzoyl-2-(2-pyridylthiomethyl)benzimidazole in 250 ml of dichloromethane. The mixture is stirred at a temperature below -10° C. for 30 minutes and 100 ml of sodium carbonate solution are added. The organic phase is decanted, washed with sodium carbonate and water and then dried (Na2SO4). When this has been filtered, the solvent is evaporated off and the residue...